Dataset: the Open Reaction Database (ORD), a public repository of structured organic reaction records. Task: describe an organic reaction: reactants, conditions, products, and yield Starting materials: C=CCc1ccc(C(C)C)cc1, Cl[Os](Cl)Cl. The product is CC=Cc1ccc(C(C)C)cc1. RXN SMILES: [CH2:1]([CH:2]=[CH2:3])[c:4]1[cH:5][cH:6][c:7]([CH:10]([CH3:11])[CH3:12])[cH:8][cH:9]1.[Os:13]([Cl:14])([Cl:15])[Cl:16]>>[CH:1](=[CH:2][CH3:3])[c:4]1[cH:5][cH:6][c:7]([CH:10]([CH3:11])[CH3:12])[cH:8][cH:9]1. Starting materials: ClC1=NC(=C(C(=O)O)C(=C1)C)C (6-Chloro-2,4-dimethyl-nicotinic acid), C=1C=CC2=C(C1)N=NN2O (HOBT), CCN(C(C)C)C(C)C (DIPEA), CCN=C=NCCCN(C)C (EDCI), NCC[C@@H](C)N1CCC(CC1)N(CC=1C=NC=CC1)C1=CC=C(C=C1)OC ((R)-[1-(3-Amino-1-methyl-propyl)-piperidin-4-yl]-(4-methoxy-phenyl)-pyridin-3-ylmethyl-amine). Run in C(Cl)Cl (DCM). Conditions: time 6 hour. The product is ClC1=NC(=C(C(=O)NCC[C@@H](C)N2CCC(CC2)N(CC=2C=NC=CC2)C2=CC=C(C=C2)OC)C(=C1)C)C (6-chloro-N-((R)-3-{4-[(4-methoxy-phenyl)-pyridin-3-ylmethyl-amino]-piperidin-1-yl}-butyl)-2,4-dimethyl-nicotinamide). Isolated yield 77.4%. Reaction SMILES: [NH2:1][CH2:2][CH2:3][C@H:4]([N:6]1[CH2:11][CH2:10][CH:9]([N:12]([C:20]2[CH:25]=[CH:24][C:23]([O:26][CH3:27])=[CH:22][CH:21]=2)[CH2:13][C:14]2[CH:15]=[N:16][CH:17]=[CH:18][CH:19]=2)[CH2:8][CH2:7]1)[CH3:5].[Cl:28][C:29]1[CH:37]=[C:36]([CH3:38])[C:32]([C:33](O)=[O:34])=[C:31]([CH3:39])[N:30]=1.C1C=CC2N(O)N=NC=2C=1.CCN(C(C)C)C(C)C.CCN=C=NCCCN(C)C>C(Cl)Cl>[Cl:28][C:29]1[CH:37]=[C:36]([CH3:38])[C:32]([C:33]([NH:1][CH2:2][CH2:3][C@H:4]([N:6]2[CH2:11][CH2:10][CH:9]([N:12]([C:20]3[CH:21]=[CH:22][C:23]([O:26][CH3:27])=[CH:24][CH:25]=3)[CH2:13][C:14]3[CH:15]=[N:16][CH:17]=[CH:18][CH:19]=3)[CH2:8][CH2:7]2)[CH3:5])=[O:34])=[C:31]([CH3:39])[N:30]=1. Reported procedure: (R)-[1-(3-Amino-1-methyl-propyl)-piperidin-4-yl]-(4-methoxy-phenyl)-pyridin-3-ylmethyl-amine (0.78 g, 2.12 mmol) was dissolved in DCM (10 mL). 6-Chloro-2,4-dimethyl-nicotinic acid (474 mg, 1.2 eq.), HOBT (430 mg, 1.5 eq.), DIPEA (760 μL, 2 eq.), and EDCI (612 mg, 1.5 eq.) were added sequentially. The mixture was stirred at room temperature for 6 h, and then quenched with saturated NaHCO3 (20 mL). The pH of the equilibrated aqueous was adjusted to 8 with 1N HCl, and the mixture was extracted with... The reactants are C[Si]([N-][Si](C)(C)C)(C)C.[Li+] (lithium hexamethyldisilazide), C1(=CC=CC=C1)C#C (Phenylacetylene), C(C)OP(OCC)(=O)C(=C)P(OCC)(OCC)=O (ethenylidenebisphosphonic acid tetraethyl ester). The solvent is C1CCOC1 (THF), C1CCOC1 (THF). Run at time 30 minute. The product is C(C)OP(OCC)(=O)C(CC#CC1=CC=CC=C1)P(OCC)(OCC)=O ([4-Phenyl-3-butynylidene]bisphosphonic acid tetraethyl ester). Reaction SMILES: [C:1]1([C:7]#[CH:8])[CH:6]=[CH:5][CH:4]=[CH:3][CH:2]=1.C[Si](C)(C)[N-][Si](C)(C)C.[Li+].[CH2:19]([O:21][P:22]([C:27]([P:29](=[O:36])([O:33][CH2:34][CH3:35])[O:30][CH2:31][CH3:32])=[CH2:28])(=[O:26])[O:23][CH2:24][CH3:25])[CH3:20]>C1COCC1>[CH2:31]([O:30][P:29]([CH:27]([P:22](=[O:26])([O:21][CH2:19][CH3:20])[O:23][CH2:24][CH3:25])[CH2:28][C:8]#[C:7][C:1]1[CH:6]=[CH:5][CH:4]=[CH:3][CH:2]=1)(=[O:36])[O:33][CH2:34][CH3:35])[CH3:32] |f:1.2|. Reported procedure: Phenylacetylene (IX, 4.4 g) is dissolved in THF (43 ml), cooled to -78°, and treated with lithium hexamethyldisilazide (1M in THF, 43 ml). The reaction is stirred for 30 min, then a solution of ethenylidenebisphosphonic acid tetraethyl ester (10.7 g) in THF (36 ml) is added and the reaction warmed to 22° for 1 hour. The reaction is quenched with water, extracted thrice with ethyl acetate. The organics were then washed with water, hydrochloric acid (10%), saturated sodium bicarbonate, and saline,... Reactants: ONC(CCCCCCC)=N (N-hydroxyoctanimidamide), ONC(CCCCCCC)=N (N-hydroxyoctanimidamide), COC=1C=C(C=CC1OC)C=CC(=O)O (3-(3,4-dimethoxy-phenyl)-acrylic acid), compound, 1,1-carbonyldiimidazole. Solvent: C1(=CC=CC=C1)C (toluene), C1(=CC=CC=C1)C (toluene), C1(=CC=CC=C1)C (toluene). Run at time 75 minute. The product is COC=1C=C(C=CC1OC)C=CC1=NC(=NO1)CCCCCCC (5-[2-(3,4-Dimethoxy-phenyl)-vinyl]-3-heptyl-[1,2,4]oxadiazole). RXN SMILES: [CH3:1][O:2][C:3]1[CH:4]=[C:5]([CH:11]=[CH:12][C:13]([OH:15])=O)[CH:6]=[CH:7][C:8]=1[O:9][CH3:10].O[NH:17][C:18](=[NH:26])[CH2:19][CH2:20][CH2:21][CH2:22][CH2:23][CH2:24][CH3:25]>C1(C)C=CC=CC=1>[CH3:1][O:2][C:3]1[CH:4]=[C:5]([CH:11]=[CH:12][C:13]2[O:15][N:26]=[C:18]([CH2:19][CH2:20][CH2:21][CH2:22][CH2:23][CH2:24][CH3:25])[N:17]=2)[CH:6]=[CH:7][C:8]=1[O:9][CH3:10]. Reported procedure: To a solution of 1.35 gm (6.5 mmol) of 3-(3,4-dimethoxy-phenyl)-acrylic acid (compound of Example 2; Step 1) in 6 mL of toluene, 1.14 gm (7.0 mmol) of 1,1-carbonyldiimidazole was added lot wise at 25° C. to 30° C. under inert atmosphere. The mass becomes thick and 5 mL of toluene was added and the resulting mixture was stirred at 25° C. to 30° C. for 60 to 90 min. A solution of N-hydroxyoctanimidamide (compound of Example 50; 2.1 g, 13.2 mmol) in 5 mL of toluene was added to the above reaction m...